This data is from the Open Reaction Database (ORD), a public repository of structured organic reaction records. The task is: describe an organic reaction: reactants, conditions, products, and yield The reactants are O.[OH-].[Li+] (lithium hydroxide monohydrate), COC(=O)C1=CN(C2=CC=CC=C12)C1=NC2=CC=CC=C2C=C1 (3-methoxycarbonyl-1-(quinol-2-yl)-1H-indole). The solvent is O (water), O (water), O1CCCC1 (tetrahydrofuran). Run at time 18 hour. Yields the product C(=O)(O)C1=CN(C2=CC=CC=C12)C1=NC2=CC=CC=C2C=C1 (3-carboxy-1-(quinol-2-yl)-1H-indole). The yield is 111.9%. As a reaction SMILES: O.[OH-].[Li+].C[O:5][C:6]([C:8]1[C:16]2[C:11](=[CH:12][CH:13]=[CH:14][CH:15]=2)[N:10]([C:17]2[CH:26]=[CH:25][C:24]3[C:19](=[CH:20][CH:21]=[CH:22][CH:23]=3)[N:18]=2)[CH:9]=1)=[O:7]>O1CCCC1.O>[C:6]([C:8]1[C:16]2[C:11](=[CH:12][CH:13]=[CH:14][CH:15]=2)[N:10]([C:17]2[CH:26]=[CH:25][C:24]3[C:19](=[CH:20][CH:21]=[CH:22][CH:23]=3)[N:18]=2)[CH:9]=1)([OH:7])=[O:5] |f:0.1.2|. Reported procedure: 0.390 g (9.3 mmol) of lithium hydroxide monohydrate and 45 cm3 of water are added at 25° C. to 0.935 g (3.1 mmol) of 3-methoxycarbonyl-1-(quinol-2-yl)-1H-indole dissolved in 45 cm3 of tetrahydrofuran. After stirring at the reflux point of the solvent for 18 hours, the reaction mixture is concentrated to dryness under reduced pressure (2.7 kPa) to give a residue which is taken up in 20 cm3 of water and then triturated with 9.3 cm3 of N hydrochloric acid. After filtering off and drying under reduc... The reactants are NCC1=C(C=C(C=C1)S(=O)(=O)NC(C)(C)C)C (4-Aminomethyl-N-tert-butyl-3-methyl-benzenesulfonamide), C(=O)([O-])[O-].[Na+].[Na+] (Na2CO3), BrC1=CC(=C(C=C1)S(=O)(=O)Cl)C(F)(F)F (4-bromo-2-(trifluoromethyl)benzene-1-sulfonyl chloride), K4-[Fe(CN)6]. Reagents/catalysts: [C-]#N.[C-]#N.[Zn+2] (Zn(CN)2), CC(=O)[O-].CC(=O)[O-].[Pd+2].C1=CC=C(C=C1)P([C-]2C=CC=C2)C3=CC=CC=C3.C1=CC=C(C=C1)P([C-]2C=CC=C2)C3=CC=CC=C3.[Fe+2] (Pd(OAc)2 dppf). Run at temperature 110 celsius, time 1 hour. The product is NCC1=CC(=C(C=C1)S(=O)(=O)NC(C)(C)C)C(F)(F)F (4-Aminomethyl-N-tert-butyl-2-trifluoromethyl-benzenesulfonamide). Reaction SMILES: [NH2:1][CH2:2][C:3]1[CH:8]=[CH:7][C:6]([S:9]([NH:12][C:13]([CH3:16])([CH3:15])[CH3:14])(=[O:11])=[O:10])=[CH:5][C:4]=1C.BrC1C=CC(S(Cl)(=O)=O)=C([C:29]([F:32])([F:31])[F:30])C=1.C([O-])([O-])=O.[Na+].[Na+]>[C-]#N.[C-]#N.[Zn+2].CC([O-])=O.CC([O-])=O.[Pd+2].C1C=CC(P(C2C=CC=CC=2)[C-]2C=CC=C2)=CC=1.C1C=CC(P(C2C=CC=CC=2)[C-]2C=CC=C2)=CC=1.[Fe+2]>[NH2:1][CH2:2][C:3]1[CH:4]=[CH:5][C:6]([S:9]([NH:12][C:13]([CH3:14])([CH3:15])[CH3:16])(=[O:10])=[O:11])=[C:7]([C:29]([F:32])([F:31])[F:30])[CH:8]=1 |f:2.3.4,5.6.7,8.9.10.11.12.13|. Reported procedure: 4-Aminomethyl-N-tert-butyl-2-trifluoromethyl-benzenesulfonamide was synthesized in a manner analogous to 4-Aminomethyl-N-tert-butyl-3-methyl-benzenesulfonamide in Example 4, using 4-bromo-2-(trifluoromethyl)benzene-1-sulfonyl chloride in place of 4-bromo-3-methylbenzene-1-sulfonyl chloride. In the second step, K4-[Fe(CN)6].3H2O was used in place of Zn(CN)2, Pd(OAc)2/dppf was used as the catalyst, Na2CO3 was used as base and the reaction mixture was stirred at 110° C. with microwave irradiation f... Reactants: C(C)(=O)C=1C=NC=CC1 (3-acetylpyridine), C=1C=CC2=C(C1)N=NN2O (HOBt), Cl.NCC(=O)N1CCC(CC1)OC1=CC(=CC=C1)C(F)(F)F (2-amino-1-[4-(3-trifluoromethyl-phenoxy)-piperidin-1-yl]-ethanone hydrochloride), CCN(C(C)C)C(C)C (DIPEA), Cl.N1=CC(=CC=C1)C1=CC(=NN1)C(=O)O (5-pyridin-3-yl-1H-pyrazole-3-carboxylic acid hydrochloride), Intermediate 29, CCN=C=NCCCN(C)C.Cl (EDCI.HCl). Run in CN(C)C=O (DMF), O (water). Reaction conditions: time 8 hour. Yields the product O=C(CNC(=O)C1=NNC(=C1)C=1C=NC=CC1)N1CCC(CC1)OC1=CC(=CC=C1)C(F)(F)F (5-pyridin-3-yl-1H-pyrazole-3-carboxylic acid {2-oxo-2-[4-(3-trifluoromethyl-phenoxy)-piperidin-1-yl]-ethyl}-amide). Yield: 66.0%. As a reaction SMILES: CCN(C(C)C)C(C)C.Cl.[N:11]1[CH:16]=[CH:15][CH:14]=[C:13]([C:17]2[NH:21][N:20]=[C:19]([C:22]([OH:24])=O)[CH:18]=2)[CH:12]=1.C(C1C=NC=CC=1)(=O)C.C1C=CC2N(O)N=NC=2C=1.CCN=C=NCCCN(C)C.Cl.Cl.[NH2:57][CH2:58][C:59]([N:61]1[CH2:66][CH2:65][CH:64]([O:67][C:68]2[CH:73]=[CH:72][CH:71]=[C:70]([C:74]([F:77])([F:76])[F:75])[CH:69]=2)[CH2:63][CH2:62]1)=[O:60]>CN(C=O)C.O>[O:60]=[C:59]([N:61]1[CH2:62][CH2:63][CH:64]([O:67][C:68]2[CH:73]=[CH:72][CH:71]=[C:70]([C:74]([F:77])([F:75])[F:76])[CH:69]=2)[CH2:65][CH2:66]1)[CH2:58][NH:57][C:22]([C:19]1[CH:18]=[C:17]([C:13]2[CH:12]=[N:11][CH:16]=[CH:15][CH:14]=2)[NH:21][N:20]=1)=[O:24] |f:1.2,5.6,7.8|. Procedure details: DIPEA (290 mg, 2.26 mmol) was added to a stirred solution of 5-pyridin-3-yl-1H-pyrazole-3-carboxylic acid hydrochloride (prepared by the method used for the synthesis of Intermediate 29, starting from 3-acetylpyridine) (100 mg, 0.44 mmol) in DMF (2 mL) followed by HOBt (63 mg, 0.46 mmol) and EDCI.HCl (90 mg, 0.46 mmol). After 5 minutes 2-amino-1-[4-(3-trifluoromethyl-phenoxy)-piperidin-1-yl]-ethanone hydrochloride (150 mg, 0.44 mmol) (prepared according to Step 1 and 5 of the General Scheme) was... Reactants: OC(CNC1=CC=C(S(=O)(=O)N)C=C1)CO (N4-(2,3-dihydroxypropyl)sulfanilamide), ClC1=C(C=C(C=C1)S(=O)(=O)C(F)(F)F)[N+](=O)[O-] (1-chloro-2-nitro-4-trifluoromethanesulfonyl-benzene), C([O-])([O-])=O.[K+].[K+] (potasium carbonate). The solvent is C(C)#N (acetonitrile), C(Cl)(Cl)Cl.C(C)(C)O (chloroform isopropanol). Product: OC(CNC1=CC=C(C=C1)S(=O)(=O)N)COC1=C(C=C(C=C1)S(=O)(=O)C(F)(F)F)[N+](=O)[O-] (4-[2-Hydroxy-3-(2-nitro-4-trifluoromethanesulfonyl-phenoxy)-propylamino]-benzenesulfonamide), (mono-arylated) and 4-[2,3-bis-(2-nitro-4-trifluoromethanesulfonyl-phenoxy)-propylamino]-benzenesulfonamide. RXN SMILES: [OH:1][CH:2]([CH2:15][OH:16])[CH2:3][NH:4][C:5]1[CH:14]=[CH:13][C:8]([S:9]([NH2:12])(=[O:11])=[O:10])=[CH:7][CH:6]=1.Cl[C:18]1[CH:23]=[CH:22][C:21]([S:24]([C:27]([F:30])([F:29])[F:28])(=[O:26])=[O:25])=[CH:20][C:19]=1[N+:31]([O-:33])=[O:32].C(=O)([O-])[O-].[K+].[K+]>C(#N)C.C(Cl)(Cl)Cl.C(O)(C)C>[OH:1][CH:2]([CH2:15][O:16][C:18]1[CH:23]=[CH:22][C:21]([S:24]([C:27]([F:29])([F:30])[F:28])(=[O:26])=[O:25])=[CH:20][C:19]=1[N+:31]([O-:33])=[O:32])[CH2:3][NH:4][C:5]1[CH:14]=[CH:13][C:8]([S:9]([NH2:12])(=[O:10])=[O:11])=[CH:7][CH:6]=1 |f:2.3.4,6.7|. Procedure: A mixture of N4-(2,3-dihydroxypropyl)sulfanilamide (82 mg, 0.33 mmol), 1-chloro-2-nitro-4-trifluoromethanesulfonyl-benzene (135 mg, 0.47 mmol) and potasium carbonate (190 mg, 1.33 mmol) in acetonitrile (2 mL) was heated to reflux for 2 days. The reaction was diluted with chloroform/isopropanol mixture, washed with brine, dried, concentrated and column chromatographed to give the title compound (mono-arylated) and 4-[2,3-bis-(2-nitro-4-trifluoromethanesulfonyl-phenoxy)-propylamino]-benzenesulfona...